The task is: describe an organic reaction: reactants, conditions, products, and yield. This data is from the Open Reaction Database (ORD), a public repository of structured organic reaction records. The reactants are Fc1ccc(-c2cn(C3CN4CCC3CC4)nc2OCc2ccccc2)cc1, CCO, Cl. Product: Cl, Oc1nn(C2CN3CCC2CC3)cc1-c1ccc(F)cc1. As a reaction SMILES: [CH2:2]([c:3]1[cH:4][cH:5][cH:6][cH:7][cH:8]1)[O:9][c:10]1[n:11][n:12]([CH:22]2[CH2:23][N:24]3[CH2:25][CH2:26][CH:27]2[CH2:28][CH2:29]3)[cH:13][c:14]1-[c:15]1[cH:16][cH:17][c:18]([F:21])[cH:19][cH:20]1.[CH3:30][CH2:31][OH:32].[ClH:1]>>[ClH:1].[OH:9][c:10]1[n:11][n:12]([CH:22]2[CH2:23][N:24]3[CH2:25][CH2:26][CH:27]2[CH2:28][CH2:29]3)[cH:13][c:14]1-[c:15]1[cH:16][cH:17][c:18]([F:21])[cH:19][cH:20]1. Starting materials: C=CC(=O)OCC1(CC)COC(=O)OC1, CO, Cc1ccc(S(=O)(=O)O)cc1. Product: C=CC(=O)OCC(CC)(CO)COC(=O)OC. As a reaction SMILES: [CH2:1]([CH3:2])[C:3]1([CH2:10][O:11][C:12]([CH:13]=[CH2:14])=[O:15])[CH2:4][O:5][C:6](=[O:9])[O:7][CH2:8]1.[CH3:27][OH:28].[c:16]1([CH3:17])[cH:18][cH:19][c:20]([S:21]([OH:22])(=[O:23])=[O:24])[cH:25][cH:26]1>>[CH2:1]([CH3:2])[C:3]([CH2:8][O:7][C:6]([O:5][CH3:4])=[O:9])([CH2:10][O:11][C:12]([CH:13]=[CH2:14])=[O:15])[CH2:27][OH:28]. Reactants: N1(CCC1)C(=O)C1CCN(CC1)C1CN(C1)C(C1=CC=CC=C1)C1=CC=CC=C1 (4-(Azetidin-1-ylcarbonyl)-1-[1-(diphenylmethyl)azetidin-3-yl]piperidine), C(=O)[O-].[NH4+] (ammonium formate). Reagents/catalysts: [OH-].[OH-].[Pd+2] (palladium hydroxide on carbon). Solvent: C(C)O (ethanol), resultant solution. Conditions: temperature 120 celsius. Yields the product N1CC(C1)N1CCC(CC1)C(=O)N1CCC1 (1-Azetidin-3-yl-4-(azetidin-1-ylcarbonyl)piperidine). The yield is 101.8%. Reaction SMILES: [N:1]1([C:5]([CH:7]2[CH2:12][CH2:11][N:10]([CH:13]3[CH2:16][N:15](C(C4C=CC=CC=4)C4C=CC=CC=4)[CH2:14]3)[CH2:9][CH2:8]2)=[O:6])[CH2:4][CH2:3][CH2:2]1.C([O-])=O.[NH4+]>C(O)C.[OH-].[OH-].[Pd+2]>[NH:15]1[CH2:14][CH:13]([N:10]2[CH2:11][CH2:12][CH:7]([C:5]([N:1]3[CH2:2][CH2:3][CH2:4]3)=[O:6])[CH2:8][CH2:9]2)[CH2:16]1 |f:1.2,4.5.6|. Procedure details: 4-(Azetidin-1-ylcarbonyl)-1-[1-(diphenylmethyl)azetidin-3-yl]piperidine (0.42 g, 1.1 mmol) was dissolved in ethanol and to the resultant solution was added palladium hydroxide on carbon (0.15 g) and ammonium formate (0.28 g, 4.4 mmol). The reaction mixture was heated for 4 min at 120° C. using microwave single node heating. The catalyst was filtered off by means of a phase separator and the filter cake washed with ethanol. The solvent was removed by evaporation and the residue was dissolved in m... Starting materials: C(CC(=O)[O-])(=O)[O-].[Na+].[Na+] (sodium malonate), C12C(CC(C=C1)CC2)C(=O)Cl (bicyclo[2,2,2]oct-5-ene-2-carbonyl chloride). The product is C12C(CC(C=C1)CC2)C(=O)C(C(=O)O)C(=O)O (bicyclo[2,2,2]oct-5-ene-2-carbonyl malonic acid). Isolated yield 88.0%. As a reaction SMILES: [C:1]([O-:7])(=[O:6])[CH2:2][C:3]([O-:5])=[O:4].[Na+].[Na+].[CH:10]12[CH2:17][CH2:16][CH:13]([CH:14]=[CH:15]1)[CH2:12][CH:11]2[C:18](Cl)=[O:19]>>[CH:10]12[CH2:17][CH2:16][CH:13]([CH:14]=[CH:15]1)[CH2:12][CH:11]2[C:18]([CH:2]([C:1]([OH:7])=[O:6])[C:3]([OH:5])=[O:4])=[O:19] |f:0.1.2|. Procedure: To a solution containing sodium malonate (17.1 g) which was prepared according to the same procedure as in Example 7, bicyclo[2,2,2]oct-5-ene-2-carbonyl chloride (17.1 g) obtained in Preparation Example 2 is slowly added, and the reaction mixture is reacted at −20° C. in a nitrogen atmosphere for 1 hour, and further reacted at 60° C. for 9 hours. Then, the mixture is worked up as in the procedure of Example 1, to obtain 21 g of the pure title compound (purity: 99%, yield: 88%). Starting materials: C(=O)C1=CN=CO1 (5-formyloxazole), Cl (HCl), C(CCC)[Li] (Butyllithium), [Si](C)(C)(C(C)(C)C)OC(CC(C(C(C)O[Si](C)(C)C(C)(C)C)O[Si](C)(C)C(C)(C)C)O[Si](C)(C)C(C)(C)C)C=1N=COC1 (4-[1,3,4,5-tetra(t-butyldimethylsilyloxy)hexyl]oxazole). The solvent is C1CCOC1 (THF), O (water), CCCCCC (hexane), C1CCOC1 (THF). Run at temperature -50 celsius, time 3 hour. Yields the product O1C=NC=C1C(O)C=1OC=C(N1)C(CC(C(C(C)O[Si](C)(C)C(C)(C)C)O[Si](C)(C)C(C)(C)C)O[Si](C)(C)C(C)(C)C)O[Si](C)(C)C(C)(C)C (2-[1-(oxazol-5-yl)-1-hydroxymethyl]-4-[1,3,4,5-tetra(t-butyldimethylsilyloxy)hexyl]oxazole). Reaction SMILES: C([Li])CCC.[Si:6]([O:13][CH:14]([C:44]1[N:45]=[CH:46][O:47][CH:48]=1)[CH2:15][CH:16]([O:36][Si:37]([C:40]([CH3:43])([CH3:42])[CH3:41])([CH3:39])[CH3:38])[CH:17]([O:28][Si:29]([C:32]([CH3:35])([CH3:34])[CH3:33])([CH3:31])[CH3:30])[CH:18]([O:20][Si:21]([C:24]([CH3:27])([CH3:26])[CH3:25])([CH3:23])[CH3:22])[CH3:19])([C:9]([CH3:12])([CH3:11])[CH3:10])([CH3:8])[CH3:7].[CH:49]([C:51]1[O:55][CH:54]=[N:53][CH:52]=1)=[O:50].Cl>CCCCCC.C1COCC1.O>[O:55]1[C:51]([CH:49]([C:46]2[O:47][CH:48]=[C:44]([CH:14]([O:13][Si:6]([C:9]([CH3:10])([CH3:11])[CH3:12])([CH3:7])[CH3:8])[CH2:15][CH:16]([O:36][Si:37]([C:40]([CH3:43])([CH3:42])[CH3:41])([CH3:38])[CH3:39])[CH:17]([O:28][Si:29]([C:32]([CH3:33])([CH3:34])[CH3:35])([CH3:31])[CH3:30])[CH:18]([O:20][Si:21]([C:24]([CH3:26])([CH3:25])[CH3:27])([CH3:23])[CH3:22])[CH3:19])[N:45]=2)[OH:50])=[CH:52][N:53]=[CH:54]1. Procedure: Butyllithium (n-Buli, 0.32 g, 5 mmol) in hexane is added to a -50° C. Solution of 4-[1,3,4,5-tetra(t-butyldimethylsilyloxy)hexyl]oxazole (6, 3.4 g, 5 mmol) in THF (50 mL). The resulting solution stirred at -50° C. for three hours. A solution of 5-formyloxazole (0.53 g, 5.5 mmol - Preparation 20) in THF (7 mL) is added, and the mixture allowed to warm to room temperature while stirring for 12 hours. The resulting mixture is added to water, acidified with HCl and extracted three times with ether. ... Reactants: OC[C@H]1N(CCC[C@H]1C)C(=O)C1=C(C=CC(=C1)C)N1N=CC=N1 (((2S,3R)-2-(hydroxymethyl)-3-methylpiperidin-1-yl)(5-methyl-2-(2H-1,2,3-triazol-2-yl)phenyl)methanone), CC=1C=CC(=C(C(=O)O)C1)N1N=C(C=C1)C (5-methyl-2-(3-methyl-1H-pyrazol-1-yl)benzoic acid). Reported procedure: The title compound was prepared following the same general protocol as described for ((2S,3R)-2-(hydroxymethyl)-3-methylpiperidin-1-yl)(5-methyl-2-(2H-1,2,3-triazol-2-yl)phenyl)methanone in Example A106 using 5-methyl-2-(3-methyl-1H-pyrazol-1-yl)benzoic acid. MS (ESI) 328 (M+H). As a reaction SMILES: [OH:1][CH2:2][C@@H:3]1[C@H:8]([CH3:9])[CH2:7][CH2:6][CH2:5][N:4]1[C:10]([C:12]1[CH:17]=[C:16]([CH3:18])[CH:15]=[CH:14][C:13]=1N1N=CC=N1)=[O:11].CC1C=C[C:28]([N:34]2[CH:38]=[CH:37][C:36](C)=[N:35]2)=C(C=1)C(O)=O>>[OH:1][CH2:2][C@@H:3]1[C@H:8]([CH3:9])[CH2:7][CH2:6][CH2:5][N:4]1[C:10]([C:12]1[CH:17]=[C:16]([CH3:18])[CH:15]=[CH:14][C:13]=1[C:37]1[CH:36]=[N:35][N:34]([CH3:28])[CH:38]=1)=[O:11]. Product: OC[C@H]1N(CCC[C@H]1C)C(=O)C1=C(C=CC(=C1)C)C=1C=NN(C1)C (((2S,3R)-2-(Hydroxymethyl)-3-methylpiperidin-1-yl)(5-methyl-2-(1-methyl-1H-pyrazol-4-yl)phenyl)methanone).